Dataset: the Open Reaction Database (ORD), a public repository of structured organic reaction records. Task: describe an organic reaction: reactants, conditions, products, and yield Reactants: C([O-])(O)=O.[Na+] (sodium bicarbonate), C(C1=CC=CC=C1)OC(=O)Cl (benzyloxycarbonyl chloride), N[C@@H](CN1CC(N(CC1(C)C)C1=C(C=CC=C1)OCOC)=O)[C@H]1OC([C@@H](C1)C(C)C)=O (4-{(S)-2-amino-2-[(2S,4S)-4-isopropyl-5-oxotetrahydrofuran-2-yl]ethyl}1-(2-methoxymethoxyphenyl)-5,5-dimethylpiperazin-2-one), C(C)(=O)OCC (ethyl acetate). Run in O (water), [Cl-].[Na+].O (Brine), [Cl-].[Na+].O (Brine). Run at time 2 hour. Yields the product C(C1=CC=CC=C1)OC(N[C@@H](CN1C(CN(C(C1)=O)C1=C(C=CC=C1)OCOC)(C)C)[C@H]1OC([C@@H](C1)C(C)C)=O)=O ({(S)-1-[(2S,4S)-4-isopropyl-5-oxotetrahydrofuran-2-yl]-2-[4-(2-methoxymethoxyphenyl)-2,2-dimethyl-5-oxopiperazin-1-yl]ethyl}carbamic acid benzyl ester). The yield is 96.1%. As a reaction SMILES: C(=O)(O)[O-].[Na+].[CH2:6]([O:13][C:14](Cl)=[O:15])[C:7]1[CH:12]=[CH:11][CH:10]=[CH:9][CH:8]=1.[NH2:17][C@H:18]([C@@H:39]1[CH2:43][C@@H:42]([CH:44]([CH3:46])[CH3:45])[C:41](=[O:47])[O:40]1)[CH2:19][N:20]1[C:25]([CH3:27])([CH3:26])[CH2:24][N:23]([C:28]2[CH:33]=[CH:32][CH:31]=[CH:30][C:29]=2[O:34][CH2:35][O:36][CH3:37])[C:22](=[O:38])[CH2:21]1.C(OCC)(=O)C>[Cl-].[Na+].O.O>[CH2:6]([O:13][C:14](=[O:15])[NH:17][C@H:18]([C@@H:39]1[CH2:43][C@@H:42]([CH:44]([CH3:45])[CH3:46])[C:41](=[O:47])[O:40]1)[CH2:19][N:20]1[CH2:21][C:22](=[O:38])[N:23]([C:28]2[CH:33]=[CH:32][CH:31]=[CH:30][C:29]=2[O:34][CH2:35][O:36][CH3:37])[CH2:24][C:25]1([CH3:27])[CH3:26])[C:7]1[CH:12]=[CH:11][CH:10]=[CH:9][CH:8]=1 |f:0.1,5.6.7|. Procedure: 206 mg of cesium carbonate (0.63 mmol) was added to a solution of 326 mg of N-{(S)-1-[(2S,4S)-4-isopropyl-5-oxotetrahydrofuran-2-yl]-2-[4-(2-methoxymethoxyphenyl)-2,2-dimethyl-5-oxopiperazin-1-yl]ethyl}-2-nitrobenzenesulfonamide obtained in the above reaction (0.53 mmol) and 0.12 ml of thiophenol (content: 95%) (1.1 mmol) in N,N-dimethylformamide (5 ml) under a nitrogen atmosphere at room temperature, and the mixture was stirred at the same temperature for two hours. Brine was added to the react... The reactants are N1N=CN=C1 (1H-1,2,4-Triazole), [H-].[Na+] (sodium hydride), crude product, ClC1=CC=C(C=C1)C1(OC1)[C@@H](C)OC1OCCCC1 (2-(4-chlorophenyl)-2-[(1R)-1-(3,4,5,6-tetrahydro-2H-pyran-2-yloxy)ethyl]oxirane), ice water. The solvent is oil, CN(C=O)C (dimethylformamide), CN(C=O)C (dimethylformamide). Conditions: time 15 minute. The product is ClC1=CC=C(C=C1)C(CN1N=CN=C1)([C@@H](C)OC1OCCCC1)O ((3R)-2-(4-chlorophenyl)-3-(3,4,5,6-tetrahydro-2H-pyran-2-yloxy)-1-(1H-1,2,4-triazol-1-yl)-2-butanol). Yield: 81.9%. Reaction SMILES: [NH:1]1[CH:5]=[N:4][CH:3]=[N:2]1.[H-].[Na+].[Cl:8][C:9]1[CH:14]=[CH:13][C:12]([C:15]2([C@H:18]([O:20][CH:21]3[CH2:26][CH2:25][CH2:24][CH2:23][O:22]3)[CH3:19])[CH2:17][O:16]2)=[CH:11][CH:10]=1>CN(C)C=O>[Cl:8][C:9]1[CH:10]=[CH:11][C:12]([C:15]([OH:16])([C@H:18]([O:20][CH:21]2[CH2:26][CH2:25][CH2:24][CH2:23][O:22]2)[CH3:19])[CH2:17][N:1]2[CH:5]=[N:4][CH:3]=[N:2]2)=[CH:13][CH:14]=1 |f:1.2|. Reported procedure: 1H-1,2,4-Triazole (42.1 g) was added portionwise to a dispersion of 60% sodium hydride in oil (22.2 g) in dimethylformamide (300 ml) under ice-cooling, followed by stirring for 15 minutes. To the mixture was added a solution of the crude product of 2-(4-chlorophenyl)-2-[(1R)-1-(3,4,5,6-tetrahydro-2H-pyran-2-yloxy)ethyl]oxirane (52 g) in dimethylformamide (50 ml), followed by stirring for 4 hours at 80° C. After cooling, the reaction mixture was poured into ice water (400 ml) and extracted three ... RXN SMILES: [CH2:1]([N:3]([CH2:6][C:7]1[CH:15]=[CH:14][C:10]([C:11](Cl)=[O:12])=[CH:9][CH:8]=1)[CH2:4][CH3:5])[CH3:2].[NH2:16][C:17]1[C:25]2[C:20](=C[N:22]=[C:23]([C:26]3[CH:31]=[CH:30][CH:29]=[C:28]([F:32])[C:27]=3[F:33])[CH:24]=2)[NH:19][N:18]=1.[N:34]1C=CC=CC=1>>[CH2:1]([N:3]([CH2:6][C:7]1[CH:15]=[CH:14][C:10]([C:11]([NH:34][C:20]2[C:25]3[C:17](=[N:16][N:22]=[C:23]([C:26]4[CH:31]=[CH:30][CH:29]=[C:28]([F:32])[C:27]=4[F:33])[CH:24]=3)[NH:18][N:19]=2)=[O:12])=[CH:9][CH:8]=1)[CH2:4][CH3:5])[CH3:2]. Reported procedure: 4-Diethylaminomethylbenzoyl chloride (0.503 g, 2.43 mmol) was added to a solution of 3-amino-5-(2,3-difluorophenyl)-1H-pyrazolo[3,4-c]pyridine (Description 14; 0.200 g, 0.81 mmol) in pyridine (5 mL). The mixture was heated at reflux for 16 hours then the solvent was removed under reduced pressure. The residue was azeotroped, firstly with water and then with ethanol. The resulting solid was dissolved in dimethylformamide and purified initially by preparative HPLC on a C18 column, using a gradient... Starting materials: C(C)N(CC)CC1=CC=C(C(=O)Cl)C=C1 (4-Diethylaminomethylbenzoyl chloride), NC1=NNC2=CN=C(C=C21)C2=C(C(=CC=C2)F)F (3-amino-5-(2,3-difluorophenyl)-1H-pyrazolo[3,4-c]pyridine), N1=CC=CC=C1 (pyridine). Product: C(C)N(CC)CC1=CC=C(C(=O)NC2=NNC3=NN=C(C=C32)C3=C(C(=CC=C3)F)F)C=C1 (4-Diethylaminomethyl-N-[5-(2,3-difluorophenyl)-1H-pyrazolo[3,4-c]pyridazin-3-yl]benzamide). Starting materials: C(C(C)C)(=O)CC(=O)OCC (ethyl isobutyrylacetate), CNN (methyl hydrazine). The solvent is hexanes, C(C)O (ethanol), C(C)O (ethanol). Yields the product OC1=CC(=NN1C)C(C)C (5-Hydroxy-3-isopropyl-1-methylpyrazole). The yield is 88.0%. As a reaction SMILES: [C:1]([CH2:6][C:7]([O:9]CC)=O)(=O)[CH:2]([CH3:4])[CH3:3].[CH3:12][NH:13][NH2:14]>C(O)C>[OH:9][C:7]1[N:13]([CH3:12])[N:14]=[C:1]([CH:2]([CH3:4])[CH3:3])[CH:6]=1. Reported procedure: To a solution of 30.0 grams of ethyl isobutyrylacetate in 130 ml of ethanol (anhydrous,5% methanol) at 10 C. was added dropwise over 30 minutes a solution of 8.7 grams of methyl hydrazine in 30 mls of ethanol. The reaction temperature did not exceed 20 C. After twenty minutes of additional stirring the cooling bath was removed and 2 ml of glacial acetic acid was added. After one hour of stirring at room temperature the reaction was then refluxed for four hours. After stirring overnight at room t... As a reaction SMILES: [CH2:22]=[O:23].[CH3:1][c:2]1[cH:3][c:4]2[n:5]([cH:6][cH:7]1)[cH:8][c:9](-[c:11]1[cH:12][cH:13][c:14]3[c:15]([n:16]([CH3:20])[c:17](=[O:19])[s:18]3)[cH:21]1)[n:10]2.[CH3:24][NH:25][CH3:26].[CH3:27][C:28](=[O:29])[OH:30].[CH3:31][CH2:32][O:33][C:34](=[O:35])[CH3:36].[CH3:37][OH:38]>>[CH3:1][c:2]1[cH:3][c:4]2[n:5]([cH:6][cH:7]1)[c:8]([CH2:27][N:25]([CH3:24])[CH3:26])[c:9](-[c:11]1[cH:12][cH:13][c:14]3[c:15]([n:16]([CH3:20])[c:17](=[O:19])[s:18]3)[cH:21]1)[n:10]2. Starting materials: C=O, Cc1ccn2cc(-c3ccc4sc(=O)n(C)c4c3)nc2c1, CNC, CC(=O)O, CCOC(C)=O, CO. The product is Cc1ccn2c(CN(C)C)c(-c3ccc4sc(=O)n(C)c4c3)nc2c1. Product: CCSC(=O)NCCOc1ccc(Oc2ccccc2)cc1. Starting materials: O=C([O-])[O-], CCSC(=O)Cl, CC(C)=O, [K+], [K+], NCCOc1ccc(Oc2ccccc2)cc1. Reaction SMILES: [C:24](=[O:25])([O-:26])[O-:27].[CH2:18]([CH3:19])[S:20][C:21](=[O:22])[Cl:23].[CH3:30][C:31](=[O:32])[CH3:33].[K+:28].[K+:29].[O:1]([c:2]1[cH:3][cH:4][cH:5][cH:6][cH:7]1)[c:8]1[cH:9][cH:10][c:11]([O:12][CH2:13][CH2:14][NH2:15])[cH:16][cH:17]1>>[O:1]([c:2]1[cH:3][cH:4][cH:5][cH:6][cH:7]1)[c:8]1[cH:9][cH:10][c:11]([O:12][CH2:13][CH2:14][NH:15][C:21]([S:20][CH2:18][CH3:19])=[O:22])[cH:16][cH:17]1. Reactants: C(C)(C)(C)OC(CCN1CCC(CC1)C1=CC=C(C=C1)COC1=CC(=C(C=C1)C1CCSCC1)C)=O (3-(4-{4-[3-Methyl-4-(tetrahydro-thiopyran-4-yl)-phenoxymethyl]-phenyl}-piperidin-1-yl)-propionic acid tert-butyl ester), C(C)[SiH](CC)CC (triethyl silane), C(=O)(C(F)(F)F)O (TFA). Run in C(Cl)Cl (DCM). Run at time 1 hour. The product is CC=1C=C(OCC2=CC=C(C=C2)C2CCN(CC2)CCC(=O)O)C=CC1C1CCSCC1 (3-(4-{4-[3-methyl-4-(tetrahydro-thiopyran-4-yl)-phenoxymethyl]-phenyl}-piperidin-1-yl)-propionic acid). RXN SMILES: C([O:5][C:6](=[O:36])[CH2:7][CH2:8][N:9]1[CH2:14][CH2:13][CH:12]([C:15]2[CH:20]=[CH:19][C:18]([CH2:21][O:22][C:23]3[CH:28]=[CH:27][C:26]([CH:29]4[CH2:34][CH2:33][S:32][CH2:31][CH2:30]4)=[C:25]([CH3:35])[CH:24]=3)=[CH:17][CH:16]=2)[CH2:11][CH2:10]1)(C)(C)C.C([SiH](CC)CC)C.C(O)(C(F)(F)F)=O>C(Cl)Cl>[CH3:35][C:25]1[CH:24]=[C:23]([CH:28]=[CH:27][C:26]=1[CH:29]1[CH2:34][CH2:33][S:32][CH2:31][CH2:30]1)[O:22][CH2:21][C:18]1[CH:19]=[CH:20][C:15]([CH:12]2[CH2:11][CH2:10][N:9]([CH2:8][CH2:7][C:6]([OH:36])=[O:5])[CH2:14][CH2:13]2)=[CH:16][CH:17]=1. Procedure details: To a solution of crude 3-(4-{4-[3-Methyl-4-(tetrahydro-thiopyran-4-yl)-phenoxymethyl]-phenyl}-piperidin-1-yl)-propionic acid tert-butyl ester in dry DCM (7 mL) is added triethyl silane (5 eq., 4.442 mmol, 517 mg, 0.71 mL) followed by TFA (7 mL). The resulting mixture is stirred at room temperature for 1 hour. After concentration, the crude product is purified by preparative RP LC-MS to give 3-(4-{4-[3-methyl-4-(tetrahydro-thiopyran-4-yl)-phenoxymethyl]-phenyl}-piperidin-1-yl)-propionic acid as a...